From a dataset of the Open Reaction Database (ORD), a public repository of structured organic reaction records. describe an organic reaction: reactants, conditions, products, and yield Starting materials: CC(C(=O)OCC)C(C1=CC=C(C=C1)C(F)(F)F)C1=CNC2=C(C=CC=C12)CSC (Ethyl 2-methyl-3-{7-[(methylsulfanyl)methyl]-1H-indol-3-yl}-3-[4-(trifluoromethyl)phenyl]propanoate), BrC=1SC(=CN1)C(CCO)C1=CNC2=C(C=CC=C12)CSC (3-(2-Bromo-1,3-thiazol-5-yl)-3-{7-[(methylsulfanyl)methyl]-1H-indol-3-yl}propan-1-ol). Yields the product CC(CO)C(C1=CC=C(C=C1)C(F)(F)F)C1=CNC2=C(C=CC=C12)CSC (2-Methyl-3-{7-[(methylsulfanyl)methyl]-1H-indol-3-yl}-3-[4-(trifluoromethyl)phenyl]propan-1-ol). As a reaction SMILES: [CH3:1][CH:2]([CH:8]([C:19]1[C:27]2[C:22](=[C:23]([CH2:28][S:29][CH3:30])[CH:24]=[CH:25][CH:26]=2)[NH:21][CH:20]=1)[C:9]1[CH:14]=[CH:13][C:12]([C:15]([F:18])([F:17])[F:16])=[CH:11][CH:10]=1)[C:3](OCC)=[O:4].BrC1SC(C(C2C3C(=C(CSC)C=CC=3)NC=2)CCO)=CN=1>>[CH3:1][CH:2]([CH:8]([C:19]1[C:27]2[C:22](=[C:23]([CH2:28][S:29][CH3:30])[CH:24]=[CH:25][CH:26]=2)[NH:21][CH:20]=1)[C:9]1[CH:10]=[CH:11][C:12]([C:15]([F:17])([F:18])[F:16])=[CH:13][CH:14]=1)[CH2:3][OH:4]. Procedure details: The title compound was prepared starting from 0.97 g (2.23 mmol) of the compound from Example 28A in analogy to the synthesis of the compound from Example 19. 0.66 g (75% of theory) of the title compound was obtained as mixture of diastereomers. Starting materials: C=CS(C)(=O)=O, COC1(c2nc3c(N4CCOCC4)nc(-n4c(C(C)C)nc5ccccc54)nc3n2C)CCCNC1, O. Product: COC1(c2nc3c(N4CCOCC4)nc(-n4c(C(C)C)nc5ccccc54)nc3n2C)CCCN(CCS(C)(=O)=O)C1. Reaction SMILES: [CH3:37][S:38](=[O:39])(=[O:40])[CH:41]=[CH2:42].[CH:1]([CH3:2])([CH3:3])[c:4]1[n:5][c:6]2[c:7]([n:8]1-[c:9]1[n:10][c:11]([N:27]3[CH2:28][CH2:29][O:30][CH2:31][CH2:32]3)[c:12]3[n:13][c:14]([C:19]4([O:25][CH3:26])[CH2:20][NH:21][CH2:22][CH2:23][CH2:24]4)[n:15]([CH3:18])[c:16]3[n:17]1)[cH:33][cH:34][cH:35][cH:36]2.[OH2:43]>>[CH:1]([CH3:2])([CH3:3])[c:4]1[n:5][c:6]2[c:7]([n:8]1-[c:9]1[n:10][c:11]([N:27]3[CH2:28][CH2:29][O:30][CH2:31][CH2:32]3)[c:12]3[n:13][c:14]([C:19]4([O:25][CH3:26])[CH2:20][N:21]([CH2:42][CH2:41][S:38]([CH3:37])(=[O:39])=[O:40])[CH2:22][CH2:23][CH2:24]4)[n:15]([CH3:18])[c:16]3[n:17]1)[cH:33][cH:34][cH:35][cH:36]2. The reactants are ClC1=C2C(=NC(=C1)C1=CCCCC1)CCC2 (4-chloro-2-(cyclohex-1-en-1-yl)-6,7-dihydro-5H-cyclopenta[b]pyridine), NC1=CC=C(C=C1)CC(=O)OCC (ethyl 2-(4-aminophenyl)acetate). The product is C1(=CCCCC1)C1=CC(=C2C(=N1)CCC2)NC2=CC=C(C=C2)CC(=O)OCC (ethyl 2-(4-((2-(cyclohex-1-en-1-yl)-6,7-dihydro-5H-cyclopenta[b]pyridin-4-yl)amino)phenyl)acetate). Isolated yield 38.3%. RXN SMILES: Cl[C:2]1[CH:7]=[C:6]([C:8]2[CH2:13][CH2:12][CH2:11][CH2:10][CH:9]=2)[N:5]=[C:4]2[CH2:14][CH2:15][CH2:16][C:3]=12.[NH2:17][C:18]1[CH:23]=[CH:22][C:21]([CH2:24][C:25]([O:27][CH2:28][CH3:29])=[O:26])=[CH:20][CH:19]=1>>[C:8]1([C:6]2[N:5]=[C:4]3[CH2:14][CH2:15][CH2:16][C:3]3=[C:2]([NH:17][C:18]3[CH:19]=[CH:20][C:21]([CH2:24][C:25]([O:27][CH2:28][CH3:29])=[O:26])=[CH:22][CH:23]=3)[CH:7]=2)[CH2:13][CH2:12][CH2:11][CH2:10][CH:9]=1. Procedure: Following general procedure B1, 4-chloro-2-(cyclohex-1-en-1-yl)-6,7-dihydro-5H-cyclopenta[b]pyridine (1.03 mmol) was reacted with ethyl 2-(4-aminophenyl)acetate (0.150 g, 0.84 mmol) to afford the title compound (0.121 g, 31% over two steps) as an orange oil. MW=376.49. APCI MS m/z 377 [M+H]+. Starting materials: CC(C)(C)OC(=O)N1CCC(CNC(=O)OCc2ccccc2)(C(=O)O)CC1, CN(C)C(=O)Oc1cccc(N)c1, O=C(Cl)C(=O)Cl, ClCCl, CN(C)C=O, c1ccncc1. Product: CN(C)C(=O)Oc1cccc(NC(=O)C2(CNC(=O)OCc3ccccc3)CCN(C(=O)OC(C)(C)C)CC2)c1. As a reaction SMILES: [CH2:1]([c:2]1[cH:3][cH:4][cH:5][cH:6][cH:7]1)[O:8][C:9](=[O:10])[NH:11][CH2:12][C:13]1([C:26](=[O:27])[OH:28])[CH2:14][CH2:15][N:16]([C:19](=[O:20])[O:21][C:22]([CH3:23])([CH3:24])[CH3:25])[CH2:17][CH2:18]1.[CH3:41][N:42]([C:43]([O:44][c:45]1[cH:46][c:47]([NH2:51])[cH:48][cH:49][cH:50]1)=[O:52])[CH3:53].[Cl:35][C:36]([C:37]([Cl:38])=[O:39])=[O:40].[Cl:54][CH2:55][Cl:56].[O:57]=[CH:58][N:59]([CH3:60])[CH3:61].[cH:29]1[cH:30][cH:31][n:32][cH:33][cH:34]1>>[CH2:1]([c:2]1[cH:3][cH:4][cH:5][cH:6][cH:7]1)[O:8][C:9](=[O:10])[NH:11][CH2:12][C:13]1([C:26](=[O:27])[NH:51][c:47]2[cH:46][c:45]([O:44][C:43]([N:42]([CH3:41])[CH3:53])=[O:52])[cH:50][cH:49][cH:48]2)[CH2:14][CH2:15][N:16]([C:19](=[O:20])[O:21][C:22]([CH3:23])([CH3:24])[CH3:25])[CH2:17][CH2:18]1. Reactants: Cc1ccc(CN)cc1C, COCCOC, CS(=O)c1nc(N)nc(-c2cccnc2)c1C#N. Yields the product Cc1ccc(CNc2nc(N)nc(-c3cccnc3)c2C#N)cc1C. Reaction SMILES: [CH3:19][c:20]1[cH:21][c:22]([CH2:23][NH2:24])[cH:25][cH:26][c:27]1[CH3:28].[CH3:29][O:30][CH2:31][CH2:32][O:33][CH3:34].[NH2:1][c:2]1[n:3][c:4](-[c:13]2[cH:14][n:15][cH:16][cH:17][cH:18]2)[c:5]([C:11]#[N:12])[c:6]([S:8]([CH3:9])=[O:10])[n:7]1>>[NH2:1][c:2]1[n:3][c:4](-[c:13]2[cH:14][n:15][cH:16][cH:17][cH:18]2)[c:5]([C:11]#[N:12])[c:6]([NH:24][CH2:23][c:22]2[cH:21][c:20]([CH3:19])[c:27]([CH3:28])[cH:26][cH:25]2)[n:7]1. Reactants: CCc1nnc(-c2ccc(C=O)cc2)o1, CO, ClC(Cl)Cl, [K+], CN(C)C=O, [OH-]. The product is CCc1nnc(-c2ccc(C(O)C(Cl)(Cl)Cl)cc2)o1. Reaction SMILES: [CH2:1]([CH3:2])[c:3]1[n:4][n:5][c:6](-[c:8]2[cH:9][cH:10][c:11]([CH:12]=[O:13])[cH:14][cH:15]2)[o:7]1.[CH3:27][OH:28].[Cl:21][CH:22]([Cl:23])[Cl:24].[K+:26].[O:16]=[CH:17][N:18]([CH3:19])[CH3:20].[OH-:25]>>[CH2:1]([CH3:2])[c:3]1[n:4][n:5][c:6](-[c:8]2[cH:9][cH:10][c:11]([CH:12]([OH:13])[C:22]([Cl:21])([Cl:23])[Cl:24])[cH:14][cH:15]2)[o:7]1. Starting materials: ON=C(N)C12CCC(CC1)(CC2)C2=NN=C(N2C)C2=C(C=CC=C2)C(F)(F)F (N′-hydroxy-4-{4-methyl-5-[2-(trifluoromethyl)phenyl]-4H-1,2,4-triazol-3-yl}bicyclo[2.2.2]octane-1-carboximidamide), FC1(CC(C1)C(=O)O)F (3,3-difluorocyclobutanecarboxylic acid), C(=O)(N1C=NC=C1)N1C=NC=C1 (carbonyldiimidazole). The solvent is C(Cl)Cl (CH2Cl2). Conditions: time 48 hour. Product: FC1(CC(C1)C1=NC(=NO1)C12CCC(CC1)(CC2)C2=NN=C(N2C)C2=C(C=CC=C2)C(F)(F)F)F (5-(3,3-Difluorocyclobutyl)-3-(4-{4-methyl-5-[2-(trifluoromethyl)phenyl]-4H-1,2,4-triazol-3-yl}bicyclo[2.2.2]oct-1-yl)-1,2,4-oxadiazole). As a reaction SMILES: [OH:1][N:2]=[C:3]([C:5]12[CH2:12][CH2:11][C:8]([C:13]3[N:17]([CH3:18])[C:16]([C:19]4[CH:24]=[CH:23][CH:22]=[CH:21][C:20]=4[C:25]([F:28])([F:27])[F:26])=[N:15][N:14]=3)([CH2:9][CH2:10]1)[CH2:7][CH2:6]2)[NH2:4].[F:29][C:30]1([F:37])[CH2:33][CH:32]([C:34](O)=O)[CH2:31]1.C(N1C=CN=C1)(N1C=CN=C1)=O>C(Cl)Cl>[F:29][C:30]1([F:37])[CH2:33][CH:32]([C:34]2[O:1][N:2]=[C:3]([C:5]34[CH2:12][CH2:11][C:8]([C:13]5[N:17]([CH3:18])[C:16]([C:19]6[CH:24]=[CH:23][CH:22]=[CH:21][C:20]=6[C:25]([F:28])([F:27])[F:26])=[N:15][N:14]=5)([CH2:9][CH2:10]3)[CH2:7][CH2:6]4)[N:4]=2)[CH2:31]1. Reported procedure: N′-Hydroxy-4-{4-methyl-5-[2-(trifluoromethyl)phenyl]-4H-1,2,4-triazol-3-yl}bicyclo[2.2.2]octane-1-carboximidamide (1-G) (120 mg, 0.305 mmol) was added to a pre-stirred solution of 3,3-difluorocyclobutanecarboxylic acid 2-D (166 mg, 1.22 mmol) and carbonyldiimidazole (198 mg, 1.22 mmol) in CH2Cl2 (8 ml). The resulting mixture was stirred at room temperature for 48 h, then concentrated. The solid was resuspended in toluene and refluxed under nitrogen atmosphere for 3 h. The product was purified by...